Dataset: the Open Reaction Database (ORD), a public repository of structured organic reaction records. Task: describe an organic reaction: reactants, conditions, products, and yield Reactants: N(C(=N)N)C=1SC=C(N1)CSCCNC(OC)=NC#N (2-guanidino-4-[2-(3-cyano-2-methylisoureido)ethylthiomethyl]thiazole), CN (methylamine). Run in O (water). Reaction conditions: time 15 minute. The product is N(C(=N)N)C=1SC=C(N1)CSCCNC(=NC#N)NC (2-guanidino-4-[2-(2-cyano-3-methylguanidino)ethylthiomethyl]thiazole). Reaction SMILES: [NH:1]([C:5]1[S:6][CH:7]=[C:8]([CH2:10][S:11][CH2:12][CH2:13][NH:14][C:15](=[N:18][C:19]#[N:20])OC)[N:9]=1)[C:2]([NH2:4])=[NH:3].[CH3:21][NH2:22]>O>[NH:1]([C:5]1[S:6][CH:7]=[C:8]([CH2:10][S:11][CH2:12][CH2:13][NH:14][C:15]([NH:22][CH3:21])=[N:18][C:19]#[N:20])[N:9]=1)[C:2]([NH2:4])=[NH:3]. Procedure details: A mixture of 2-guanidino-4-[2-(3-cyano-2-methylisoureido)ethylthiomethyl]thiazole (1.88 g.) and 30% w/v aqueous methylamine (6.0 ml.) was stirred together at room temperature. After 1 hour 40 minutes water (20 ml.) was added, and stirring was continued for 15 minutes. The white solid (1.265 g.) was collected, washed with water (3 ml.) and dried in vacuo overnight. Recrystallization from aqueous dimethylformamide gave 2-guanidino-4-[2-(2-cyano-3-methylguanidino)ethylthiomethyl]thiazole, m.p. 160°... Reactants: C(C)(=O)OCC=1C(=NC=CC1Cl)C1=NC2=C(N1)C=C(C=C2)C(C)(C)C ((2-(6-(tert-butyl)-1H-benzo[d]imidazol-2-yl)-4-chloropyridin-3-yl)methyl acetate), N12CCCCCC2=NCCC1 (1,8-diazabicyclo[5.4.0]undec-7-ene), C(C)(=O)OCC (ethyl acetate). Solvent: C(OC)(OC)=O (dimethyl carbonate), petroleum ether. Conditions: temperature 140 celsius, time 3 hour. The product is C(C)(=O)OCC=1C(=NC=CC1Cl)C1=NC2=C(N1C)C=C(C=C2)C(C)(C)C ((2-(6-(tert-butyl)-1-methyl-1H-benzo[d]imidazol-2-yl)-4-chloropyridin-3-yl)methyl acetate), C(C)(=O)OCC=1C(=NC=CC1Cl)C1=NC2=C(N1C)C=CC(=C2)C(C)(C)C ((2-(5-(tert-butyl)-1-methyl-1H-benzo[d]imidazol-2-yl)-4-chloropyridin-3-yl)methyl acetate). As a reaction SMILES: [C:1]([O:4][CH2:5][C:6]1[C:7]([C:13]2[NH:17][C:16]3[CH:18]=[C:19]([C:22]([CH3:25])([CH3:24])[CH3:23])[CH:20]=[CH:21][C:15]=3[N:14]=2)=[N:8][CH:9]=[CH:10][C:11]=1[Cl:12])(=[O:3])[CH3:2].N12CCCN=C1CCCC[CH2:27]2.[C:37](OCC)(=O)C>C(=O)(OC)OC>[C:1]([O:4][CH2:5][C:6]1[C:7]([C:13]2[N:17]([CH3:27])[C:16]3[CH:18]=[C:19]([C:22]([CH3:25])([CH3:24])[CH3:23])[CH:20]=[CH:21][C:15]=3[N:14]=2)=[N:8][CH:9]=[CH:10][C:11]=1[Cl:12])(=[O:3])[CH3:2].[C:1]([O:4][CH2:5][C:6]1[C:7]([C:13]2[N:14]([CH3:37])[C:15]3[CH:21]=[CH:20][C:19]([C:22]([CH3:25])([CH3:24])[CH3:23])=[CH:18][C:16]=3[N:17]=2)=[N:8][CH:9]=[CH:10][C:11]=1[Cl:12])(=[O:3])[CH3:2]. Procedure: A mixture of 160h (500 mg, 1.4 mmol) and 1,8-diazabicyclo[5.4.0]undec-7-ene (212 mg, 1.4 mmol) in dimethyl carbonate (100 mL) was stirred at 140° C. for 3 h. See FIG. 5. TLC (petroleum ether:ethyl acetate=3:1) showed that the starting material was completely consumed. The mixture was diluted with water (100 mL) and extracted with EtOAc (100 mL×2). The combined organic layers were washed with brine (60 mL), dried over anhydrous sodium sulfate, and concentrated under reduced pressure. The residue ... Reactants: BrC1=CC=C(C=C1)OC=1N=CN(C1)C(C1=CC=CC=C1)(C1=CC=CC=C1)C1=CC=CC=C1 (4-(4-bromophenyloxy)-1-trityl-1H-imidazole), O=C1N(C=CC=C1)C1=CC=C(CBr)C=C1 (4-(-2-Oxo-2-H-pyridin-1-yl)benzyl Bromide). Run in C(C)#N (acetonitrile). Reaction conditions: temperature 60 celsius. Yields the product BrC1=CC=C(C=C1)OC1=CN=CN1CC1=CC=C(C=C1)N1C(C=CC=C1)=O (1-{4-[5-(4-Bromophenyloxy)imidazol-1-ylmethyl]-phenyl}1H-pyridin-2-one). As a reaction SMILES: [Br:1][C:2]1[CH:7]=[CH:6][C:5]([O:8][C:9]2[N:10]=[CH:11][N:12](C(C3C=CC=CC=3)(C3C=CC=CC=3)C3C=CC=CC=3)[CH:13]=2)=[CH:4][CH:3]=1.[O:33]=[C:34]1[CH:39]=[CH:38][CH:37]=[CH:36][N:35]1[C:40]1[CH:47]=[CH:46][C:43]([CH2:44]Br)=[CH:42][CH:41]=1>C(#N)C>[Br:1][C:2]1[CH:3]=[CH:4][C:5]([O:8][C:9]2[N:10]([CH2:44][C:43]3[CH:46]=[CH:47][C:40]([N:35]4[CH:36]=[CH:37][CH:38]=[CH:39][C:34]4=[O:33])=[CH:41][CH:42]=3)[CH:11]=[N:12][CH:13]=2)=[CH:6][CH:7]=1. Reported procedure: A mixture of 4-(4-bromophenyloxy)-1-trityl-1H-imidazole (0.345 g, 0.72 mmol) and the bromide from Example 1, Step 3 (0.19 g, 0.72 mmol) in anhydrous acetonitrile (10 mL) was heated under reflux at 60° C. for 24 h. The resultant solution was concentrated, and the residue dissolved in methanol. The methanolic solution was heated under reflux for 3 h, and concentrated under vacuum. The residue was subjected to column chromatography on silica gel eluting with 1:1 v/v 5% methanol in chloroform and ch...